From a dataset of the Open Reaction Database (ORD), a public repository of structured organic reaction records. describe an organic reaction: reactants, conditions, products, and yield The reactants are CCO, ClCCl, Cl, CC(NC(=O)c1cc(C(N)=NO)cc(N(C)S(C)(=O)=O)c1)c1ccc(F)cc1. Yields the product CCOC(=N)c1cc(C(=O)NC(C)c2ccc(F)cc2)cc(N(C)S(C)(=O)=O)c1. RXN SMILES: [CH3:30][CH2:31][OH:32].[Cl:33][CH2:34][Cl:35].[ClH:1].[NH2:2][C:3]([c:4]1[cH:5][c:6]([C:7](=[O:8])[NH:9][CH:10]([CH3:11])[c:12]2[cH:13][cH:14][c:15]([F:18])[cH:16][cH:17]2)[cH:19][c:20]([N:22]([S:23](=[O:24])(=[O:25])[CH3:26])[CH3:27])[cH:21]1)=[N:28][OH:29]>>[NH:2]=[C:3]([c:4]1[cH:5][c:6]([C:7](=[O:8])[NH:9][CH:10]([CH3:11])[c:12]2[cH:13][cH:14][c:15]([F:18])[cH:16][cH:17]2)[cH:19][c:20]([N:22]([S:23](=[O:24])(=[O:25])[CH3:26])[CH3:27])[cH:21]1)[O:32][CH2:31][CH3:30]. Reactants: FC(OC1=CC=C(C=C1)CN)(F)F ((4-(trifluoromethoxy)phenyl)methanamine), CN1N=C(C=C1)COC1=CC=C(C(=C1)NCC1=CC=C(C=C1)OC(F)(F)F)N (5-((1-methyl-1H-pyrazol-3-yl)methoxy)-N1-(4-(trifluoromethoxy)benzyl)benzene-1,2-diamine), CC1([C@@H]2C(OC([C@H]12)=O)=O)C (cis-6,6-dimethyl-3-oxabicyclo[3.1.0]hexane-2,4-dione), FC=1C=C(OCC2=NN(C=C2)C)C=CC1[N+](=O)[O-] (3-((3-fluoro-4-nitrophenoxy)methyl)-1-methyl-1H-pyrazole), Intermediate I. Yields the product CC1([C@H]([C@H]1C1=NC2=C(N1CC1=CC=C(C=C1)OC(F)(F)F)C=C(C=C2)OCC2=NN(C=C2)C)C(=O)O)C (racemic cis-2,2-Dimethyl-3-{6-[(1-methyl-1H-pyrazol-3-yl)methoxy]-1-[4-(trifluoromethoxy)benzyl]-1H-benzimidazol-2-yl}cyclopropanecarboxylic acid). As a reaction SMILES: FC(F)(F)OC1C=CC(CN)=CC=1.FC1C=C(C=CC=1[N+]([O-])=O)OCC1C=CN(C)N=1.[CH3:32][N:33]1[CH:37]=[CH:36][C:35]([CH2:38][O:39][C:40]2[CH:45]=[C:44]([NH:46][CH2:47][C:48]3[CH:53]=[CH:52][C:51]([O:54][C:55]([F:58])([F:57])[F:56])=[CH:50][CH:49]=3)[C:43]([NH2:59])=[CH:42][CH:41]=2)=[N:34]1.[CH3:60][C:61]1([CH3:69])[C@@H:66]2[C@H:62]1[C:63](=[O:68])[O:64][C:65]2=O>>[CH3:60][C:61]1([CH3:69])[C@H:66]([C:65]2[N:46]([CH2:47][C:48]3[CH:53]=[CH:52][C:51]([O:54][C:55]([F:56])([F:57])[F:58])=[CH:50][CH:49]=3)[C:44]3[CH:45]=[C:40]([O:39][CH2:38][C:35]4[CH:36]=[CH:37][N:33]([CH3:32])[N:34]=4)[CH:41]=[CH:42][C:43]=3[N:59]=2)[C@@H:62]1[C:63]([OH:68])=[O:64]. Procedure: The title compound was prepared using analogous conditions described for Example 1 using (4-(trifluoromethoxy)phenyl)methanamine and 3-((3-fluoro-4-nitrophenoxy)methyl)-1-methyl-1H-pyrazole in Step A then for Intermediate I using 5-((1-methyl-1H-pyrazol-3-yl)methoxy)-N1-(4-(trifluoromethoxy)benzyl)benzene-1,2-diamine and cis-6,6-dimethyl-3-oxabicyclo[3.1.0]hexane-2,4-dione followed by the hydrolysis according to Example Example 111. MS (ESI): mass calcd. for C26H25F3N4O4, 514.18; m/z found, 515.... Starting materials: FC(C(=O)O)(F)F (trifluoroacetic acid), FC(S(=O)(=O)O)(F)F (trifluoromethanesulfonic acid), ice, OCCN1CCN(CC1)C(=O)[C@H]1N(C[C@H](C1)SCC1=CC=C(C=C1)OC)C(=O)OCC1=CC=C(C=C1)[N+](=O)[O-] ((2S,4S)-2-[4-(2-hydroxyethyl)piperazinylcarbonyl]-4-(4-methoxybenzylthio)-1-(4-nitrobenzyloxycarbonyl)pyrrolidine). Run in C1(=CC=CC=C1)OC (anisole). Reaction conditions: time 1 hour. Yields the product FC(S(=O)(=O)O)(F)F.FC(S(=O)(=O)O)(F)F.OCCN1CCN(CC1)C(=O)[C@H]1N(C[C@H](C1)S)C(=O)OCC1=CC=C(C=C1)[N+](=O)[O-] ((2S,4S)-2-[4-(2-Hydroxyethyl)piperazinylcarbonyl]-4-mercapto-1-(4-nitrobenzyloxycarbonyl)pyrrolidine bis(trifluoromethanesulfonate)). As a reaction SMILES: [OH:1][CH2:2][CH2:3][N:4]1[CH2:9][CH2:8][N:7]([C:10]([C@@H:12]2[CH2:16][C@H:15]([S:17]CC3C=CC(OC)=CC=3)[CH2:14][N:13]2[C:27]([O:29][CH2:30][C:31]2[CH:36]=[CH:35][C:34]([N+:37]([O-:39])=[O:38])=[CH:33][CH:32]=2)=[O:28])=[O:11])[CH2:6][CH2:5]1.FC(F)(F)C(O)=O.[F:47][C:48]([F:54])([F:53])[S:49]([OH:52])(=[O:51])=[O:50]>C1(OC)C=CC=CC=1>[F:47][C:48]([F:54])([F:53])[S:49]([OH:52])(=[O:51])=[O:50].[F:47][C:48]([F:54])([F:53])[S:49]([OH:52])(=[O:51])=[O:50].[OH:1][CH2:2][CH2:3][N:4]1[CH2:5][CH2:6][N:7]([C:10]([C@@H:12]2[CH2:16][C@H:15]([SH:17])[CH2:14][N:13]2[C:27]([O:29][CH2:30][C:31]2[CH:32]=[CH:33][C:34]([N+:37]([O-:39])=[O:38])=[CH:35][CH:36]=2)=[O:28])=[O:11])[CH2:8][CH2:9]1 |f:4.5.6|. Procedure: 288 mg of (2S,4S)-2-[4-(2-hydroxyethyl)piperazinylcarbonyl]-4-(4-methoxybenzylthio)-1-(4-nitrobenzyloxycarbonyl)pyrrolidine (prepared as described in Preparation 7) were dissolved in 560 μl of anisole, and the solution was placed on an ice bath. 2.8 ml of trifluoroacetic acid and 91 μl of trifluoromethanesulfonic acid were added to the solution, still on the ice bath, and the resulting mixture was stirred for 1 hour at room temperature. At the end of this time, the solvent was removed by distill... Reactants: BrC=1C=C2C(=C(C=NC2=CC1)C(=O)C1CC1)NC1CCC(CC1)N(CC)CC ({6-bromo-4-[4-(diethylamino)cyclohexylamino]quinolin-3-yl}(cyclopropyl)methanone), COC1=C(C=CC(=C1)B1OC(C(O1)(C)C)(C)C)O (2-methoxy-4-(4,4,5,5-tetramethyl-1,3,2-dioxaborolan-2-yl)phenol). Yields the product C1(CC1)C(=O)C=1C=NC2=CC=C(C=C2C1NC1CCC(CC1)N(CC)CC)C1=CC(=C(C=C1)O)OC (Cyclopropyl{4-[4-(diethylamino)cyclohexylamino]-6-(4-hydroxy-3-methoxyphenyl)quinolin-3-yl}methanone). Yield: 63.1%. Reaction SMILES: Br[C:2]1[CH:3]=[C:4]2[C:9](=[CH:10][CH:11]=1)[N:8]=[CH:7][C:6]([C:12]([CH:14]1[CH2:16][CH2:15]1)=[O:13])=[C:5]2[NH:17][CH:18]1[CH2:23][CH2:22][CH:21]([N:24]([CH2:27][CH3:28])[CH2:25][CH3:26])[CH2:20][CH2:19]1.[CH3:29][O:30][C:31]1[CH:36]=[C:35](B2OC(C)(C)C(C)(C)O2)[CH:34]=[CH:33][C:32]=1[OH:46]>>[CH:14]1([C:12]([C:6]2[CH:7]=[N:8][C:9]3[C:4]([C:5]=2[NH:17][CH:18]2[CH2:19][CH2:20][CH:21]([N:24]([CH2:25][CH3:26])[CH2:27][CH3:28])[CH2:22][CH2:23]2)=[CH:3][C:2]([C:35]2[CH:34]=[CH:33][C:32]([OH:46])=[C:31]([O:30][CH3:29])[CH:36]=2)=[CH:11][CH:10]=3)=[O:13])[CH2:16][CH2:15]1. Procedure details: Following general procedure F, {6-bromo-4-[4-(diethylamino)cyclohexylamino]quinolin-3-yl}(cyclopropyl)methanone (58 mg, 0.130 mmol) was reacted with 2-methoxy-4-(4,4,5,5-tetramethyl-1,3,2-dioxaborolan-2-yl)phenol (34 mg, 0.136 mmol) to afford the desired product (40 mg, 60%) as a yellow glass: 1H NMR (300 MHz, CD3OD) δ 9.26 (s, 0.5H), 9.17 (s, 0.5H), 8.33 (dd, J=8.2, 1.6 Hz, 1H), 8.09 (dt, J=8.8, 1.7 Hz, 1H), 7.90 (d, J=8.7 Hz, 1H), 7.25 (dd, J=12.8, 2.1 Hz, 1H), 7.21-7.08 (m, 1H), 6.99-6.87 (m,... Starting materials: isobutylaldehyde, C(C1=CC=CC=C1)OC1=CC=C(CCl)C=C1 (4-benzyloxybenzyl chloride), [OH-].[Na+] (NaOH). The reagents and catalysts are [N+](CCCC)(CCCC)(CCCC)CCCC.[I-] ((Bu)4NI). Run in C1=CC=CC=C1 (benzene), O (water), C1=CC=CC=C1 (benzene), O (water). Reaction conditions: temperature 70 celsius, time 3 hour. Product: C(C1=CC=CC=C1)OC1=CC=C(C=C1)CC(C=O)(C)C (3-[4-(benzyloxy)phenyl]-2,2-dimethylpropanal). The yield is 99.1%. Reaction SMILES: [OH-:1].[Na+].[CH2:3]([O:10][C:11]1[CH:18]=[CH:17][C:14]([CH2:15]Cl)=[CH:13][CH:12]=1)[C:4]1[CH:9]=[CH:8][CH:7]=[CH:6][CH:5]=1>[N+](CCCC)(CCCC)(CCCC)CCCC.[I-].C1C=CC=CC=1.O>[CH2:3]([O:10][C:11]1[CH:18]=[CH:17][C:14]([CH2:15][C:4]([CH3:9])([CH3:5])[CH:3]=[O:1])=[CH:13][CH:12]=1)[C:4]1[CH:9]=[CH:8][CH:7]=[CH:6][CH:5]=1 |f:0.1,3.4|. Procedure details: A mixture of NaOH (0.7 g), and (Bu)4NI (0.15 g) in benzene (2.0 mL) and water (0.7 mL) was heated at 70° C. under argon to obtain a homogeneous mixture. To this mixture was added dropwise a mixture of isobutylaldehyde (1.44 g, Aldrich), and 4-benzyloxybenzyl chloride (3.5 g, Aldrich) in benzene (5.0 mL). After the addition, the resulting mixture was stirred at 70° C. for 3 h under argon. It was cooled, diluted with water, and extracted with EtOAc (3×25 mL). The combined organic extracts were was... The reactants are OC(C)(C)C=1C=CC2=C(C(C(=CO2)C#N)=O)C1 (6-(1-hydroxy-1-methylethyl)-4-oxo-4H-1-benzopyran-3-carbonitrile), C(#N)CC(=O)OCC (ethyl cyanoacetate), N1CCCCC1 (piperidine). Run in C(C)O (ethanol). Product: NC1=C(C=C2C(=N1)OC1=C(C2=O)C=C(C=C1)C(C)(C)O)C(=O)OCC (ethyl 2-amino-7-(1-hydroxy-1-methylethyl)-5-oxo-5H-[1]benzopyrano[2,3-b]pyridine-3-carboxylate). Isolated yield 69.2%. As a reaction SMILES: [OH:1][C:2]([C:5]1[CH:6]=[CH:7][C:8]2[O:13][CH:12]=[C:11]([C:14]#N)[C:10](=[O:16])[C:9]=2[CH:17]=1)([CH3:4])[CH3:3].[C:18]([CH2:20][C:21]([O:23][CH2:24][CH3:25])=[O:22])#[N:19].[NH:26]1CCCCC1>C(O)C>[NH2:19][C:18]1[N:26]=[C:12]2[O:13][C:8]3[CH:7]=[CH:6][C:5]([C:2]([OH:1])([CH3:4])[CH3:3])=[CH:17][C:9]=3[C:10](=[O:16])[C:11]2=[CH:14][C:20]=1[C:21]([O:23][CH2:24][CH3:25])=[O:22]. Procedure: To a mixture of 6-(1-hydroxy-1-methylethyl)-4-oxo-4H-1-benzopyran-3-carbonitrile (4.7 g), ethyl cyanoacetate (2.5 g) and ethanol (100 ml) was added piperidine (1.9 g), which was refluxed for 3 hours, then cooled. The precipitating crystals were collected by filtration. The crystals were dissolved in chloroform, which was subjected to a silica-gel (120 g) column chromatography using chloroform-acetone-formic acid (90:10:1) as the eluent. The solvent was evaporated off. To the residue was added et... Reactants: ClC(=O)OC(C)Cl (α-chloroethyl chloroformate), CN1C2CCC1CC(=O)C2 (tropinone). The solvent is ClC(C)Cl (dichloroethane), CO (MeOH). The product is Cl.C12CC(CC(CC1)N2)=O (8-Azabicyclo[3.2.1]octan-3-one, hydrochloride salt). The yield is 60.3%. Reaction SMILES: [Cl:1]C(OC(Cl)C)=O.C[N:9]1[CH:13]2[CH2:14][C:15]([CH2:17][CH:10]1[CH2:11][CH2:12]2)=[O:16]>ClC(Cl)C.CO>[ClH:1].[CH:10]12[NH:9][CH:13]([CH2:12][CH2:11]1)[CH2:14][C:15](=[O:16])[CH2:17]2 |f:4.5|. Procedure details: Add α-chloroethyl chloroformate (15.4 g, 108 mmol) to a solution of tropinone (10 g, 71.84 mmol) in dichloroethane (200 ml) dropwise at 0° C. Heat the reaction to reflux for 2 h. Evaporate the solvent to produce a brown residue. Dissolve the residue in MeOH (200 ml) and heat it to reflux for 2 h. Evaporate the MeOH and stir the solid in EtOAc, filter, collect the solid and wash with ether to give the product (7 g). Crude product was used without further purification. 1H NMR (CDCl3) δ4.45 (s, br,... Starting materials: C1(=CC=CC=C1)CCCC(=O)O (4-phenyl butyric acid), N1CCC=CC1 (1,2,3,6-tetrahydropyridine), Cl.C(C)N=C=NCCCN(C)C (1-ethyl-3-(3-dimethylaminopropyl)carbodiimide hydrochloride). The solvent is C(Cl)Cl (methylene chloride). The product is colorless crystals, C1(=CC=CC=C1)CCCC(=O)N1CCC=CC1 (N-(4-phenylbutanoyl)-1,2,3,6-tetrahydropyridine). Yield: 83.0%. Reaction SMILES: [C:1]1([CH2:7][CH2:8][CH2:9][C:10]([OH:12])=O)[CH:6]=[CH:5][CH:4]=[CH:3][CH:2]=1.[NH:13]1[CH2:18][CH:17]=[CH:16][CH2:15][CH2:14]1.Cl.C(N=C=NCCCN(C)C)C>C(Cl)Cl>[C:1]1([CH2:7][CH2:8][CH2:9][C:10]([N:13]2[CH2:14][CH:15]=[CH:16][CH2:17][CH2:18]2)=[O:12])[CH:2]=[CH:3][CH:4]=[CH:5][CH:6]=1 |f:2.3|. Procedure: 5 mmol of 4-phenyl butyric acid, 5 mmol of 1,2,3,6-tetrahydropyridine, and 6 mmol of 1-ethyl-3-(3-dimethylaminopropyl)carbodiimide hydrochloride were mixed with 20 ml of methylene chloride. The mixture was reacted for 2 hours at room temperature with stirring. The reaction mixture was washed with 5% hydrochloric acid, 2% sodium hydroxide, and brine. The organic layer was dried over anhydrous sodium sulfate. The solvent was evaporated under reduced pressure and the residue was purified by column ... Starting materials: C(C)(C)(C)OC(NC1=C(C=C(C(=C1)Cl)C(F)(F)F)N)=O ((2-amino-5-chloro-4-trifluoromethyl-phenyl)-carbamic acid tert-butyl ester), C(C)(C)(C)OC(CC(C1=CC(=CC=C1)C1=CC(=NC=C1)COC1OCCCC1)=O)=O ((RS)-3-oxo-3-{3-[2-(tetrahydro-pyran-2-yloxymethyl)-pyridin-4-yl]-phenyl}-propionic acid tert-butyl ester). The product is C(C)(C)(C)OC(NC1=C(C=C(C(=C1)Cl)C(F)(F)F)NC(CC(C1=CC(=CC=C1)C1=CC(=NC=C1)COC1OCCCC1)=O)=O)=O ((RS)-[5-Chloro-2-(3-oxo-3-{3-[2-(tetrahydro-pyran-2-yloxymethyl)-pyridin-4-yl]-phenyl}-propionylamino)-4-trifluoromethyl-phenyl]-carbamic acid tert-butyl ester), solid. Yield: 85.0%. Reaction SMILES: [C:1]([O:5][C:6](=[O:20])[NH:7][C:8]1[CH:13]=[C:12]([Cl:14])[C:11]([C:15]([F:18])([F:17])[F:16])=[CH:10][C:9]=1[NH2:19])([CH3:4])([CH3:3])[CH3:2].C([O:25][C:26](=O)[CH2:27][C:28](=[O:49])[C:29]1[CH:34]=[CH:33][CH:32]=[C:31]([C:35]2[CH:40]=[CH:39][N:38]=[C:37]([CH2:41][O:42][CH:43]3[CH2:48][CH2:47][CH2:46][CH2:45][O:44]3)[CH:36]=2)[CH:30]=1)(C)(C)C>>[C:1]([O:5][C:6](=[O:20])[NH:7][C:8]1[CH:13]=[C:12]([Cl:14])[C:11]([C:15]([F:17])([F:18])[F:16])=[CH:10][C:9]=1[NH:19][C:26](=[O:25])[CH2:27][C:28](=[O:49])[C:29]1[CH:34]=[CH:33][CH:32]=[C:31]([C:35]2[CH:40]=[CH:39][N:38]=[C:37]([CH2:41][O:42][CH:43]3[CH2:48][CH2:47][CH2:46][CH2:45][O:44]3)[CH:36]=2)[CH:30]=1)([CH3:4])([CH3:2])[CH3:3]. Procedure details: The title compound was prepared from (2-amino-5-chloro-4-trifluoromethyl-phenyl)-carbamic acid tert-butyl ester (Example J19) (311 mg, 1.0 mmol) and (RS)-3-oxo-3-{3-[2-(tetrahydro-pyran-2-yloxymethyl)-pyridin-4-yl]-phenyl}-propionic acid tert-butyl ester (Example K40) (412 mg, 1.0 mmol) according to the general procedure M. Obtained as a light yellow solid (550 mg, 85%).